Dataset: the Open Reaction Database (ORD), a public repository of structured organic reaction records. Task: describe an organic reaction: reactants, conditions, products, and yield Starting materials: FC(S(=O)(=O)OC1=NC(=C(C=C1)F)NCC1(CCOCC1)C#N)(F)F (5-fluoro-6-((4-cyano-tetrahydro-2H-pyran-4-yl)methylamino)pyridin-2-yl trifluoromethanesulfonate), ClC=1C(=CC(=NC1)F)B(O)O (5-chloro-2-fluoropyridin-4-ylboronic acid), C([O-])([O-])=O.[Na+].[Na+] (SODIUM CARBONATE). The reagents and catalysts are C1=CC=C(C=C1)P([C-]2C=CC=C2)C3=CC=CC=C3.C1=CC=C(C=C1)P([C-]2C=CC=C2)C3=CC=CC=C3.Cl[Pd]Cl.[Fe+2].C(Cl)Cl (PdCl2(dppf) CH2Cl2). The solvent is COCCOC (DME). Conditions: temperature 110 celsius. Product: ClC=1C(=CC(=NC1)F)C1=NC(=C(C=C1)F)NCC1(CCOCC1)C#N (4-((5′-chloro-2′,5-difluoro-2,4′-bipyridin-6-yl-amino)methyl)tetrahydro-2H-pyran-4-carbonitrile). Isolated yield 78.8%. Reaction SMILES: FC(F)(F)S(O[C:7]1[CH:12]=[CH:11][C:10]([F:13])=[C:9]([NH:14][CH2:15][C:16]2([C:22]#[N:23])[CH2:21][CH2:20][O:19][CH2:18][CH2:17]2)[N:8]=1)(=O)=O.[Cl:26][C:27]1[C:28](B(O)O)=[CH:29][C:30]([F:33])=[N:31][CH:32]=1.C(=O)([O-])[O-].[Na+].[Na+]>COCCOC.C1C=CC(P(C2C=CC=CC=2)[C-]2C=CC=C2)=CC=1.C1C=CC(P(C2C=CC=CC=2)[C-]2C=CC=C2)=CC=1.Cl[Pd]Cl.[Fe+2].C(Cl)Cl>[Cl:26][C:27]1[C:28]([C:7]2[CH:12]=[CH:11][C:10]([F:13])=[C:9]([NH:14][CH2:15][C:16]3([C:22]#[N:23])[CH2:17][CH2:18][O:19][CH2:20][CH2:21]3)[N:8]=2)=[CH:29][C:30]([F:33])=[N:31][CH:32]=1 |f:2.3.4,6.7.8.9.10|. Procedure: A mixture of 5-fluoro-6-((4-cyano-tetrahydro-2H-pyran-4-yl)methylamino)pyridin-2-yl trifluoromethanesulfonate (200 mg, 0.522 mmol), 5-chloro-2-fluoropyridin-4-ylboronic acid (183.2 mg, 1.044 mmol), PdCl2(dppf)-CH2Cl2 adduct (85.1 mg, 0.104 mmol), and SODIUM CARBONATE (221.6 mg, 2.08 mmol, in 1 ml of water) in DME (3 ml) was de-gassed and heated at 110° C. for 20 min in a sealed microwave vial, cooled. The upper layer of mixture was separated, the bottom one was extracted with ethyl acetates, the... Run in C(C)#N (acetonitrile), C(C)#N (acetonitrile). Reactants: O[C@H](C)[C@@H]1[C@@H]2N(C(C([C@@H]2C)=O)C(=O)OCC2=CC=C(C=C2)[N+](=O)[O-])C1=O (4-nitrobenzyl (1R,5R,6S)-6-[(1R)-1-hydroxyethyl]-1-methyl-2-oxo-1-carbapenam-3-carboxylate), C1(=CC=CC=C1)P(=O)(C1=CC=CC=C1)Cl (diphenylphosphoryl chloride), C(C)(C)N(CC)C(C)C (diisopropylethylamine), C(C)(C)N(CC)C(C)C (diisoproylethylamine), S[C@H]1C[C@H](N(C1)C(=O)OCC1=CC=C(C=C1)[N+](=O)[O-])C(=O)N1C[C@H](CC1)N1N=CN=C1 ((2S,4S)-4-mercapto-2-[(3S)-3-(1-1,2,4-triazolyl)-1-pyrrolidinylcarbonyl]-1-(4-nitrobenzyloxycarbonyl)pyrrolidine). RXN SMILES: [OH:1][C@@H:2]([C@H:4]1[C:25](=[O:26])[N:6]2[CH:7]([C:12]([O:14][CH2:15][C:16]3[CH:21]=[CH:20][C:19]([N+:22]([O-:24])=[O:23])=[CH:18][CH:17]=3)=[O:13])[C:8](=O)[C@H:9]([CH3:10])[C@H:5]12)[CH3:3].C1(P(Cl)(C2C=CC=CC=2)=O)C=CC=CC=1.C(N(C(C)C)CC)(C)C.[SH:51][C@@H:52]1[CH2:56][N:55]([C:57]([O:59][CH2:60][C:61]2[CH:66]=[CH:65][C:64]([N+:67]([O-:69])=[O:68])=[CH:63][CH:62]=2)=[O:58])[C@H:54]([C:70]([N:72]2[CH2:76][CH2:75][C@H:74]([N:77]3[CH:81]=[N:80][CH:79]=[N:78]3)[CH2:73]2)=[O:71])[CH2:53]1>C(#N)C>[OH:1][C@@H:2]([C@H:4]1[C:25](=[O:26])[N:6]2[C:7]([C:12]([O:14][CH2:15][C:16]3[CH:21]=[CH:20][C:19]([N+:22]([O-:24])=[O:23])=[CH:18][CH:17]=3)=[O:13])=[C:8]([S:51][C@@H:52]3[CH2:56][N:55]([C:57]([O:59][CH2:60][C:61]4[CH:66]=[CH:65][C:64]([N+:67]([O-:69])=[O:68])=[CH:63][CH:62]=4)=[O:58])[C@H:54]([C:70]([N:72]4[CH2:76][CH2:75][C@H:74]([N:77]5[CH:81]=[N:80][CH:79]=[N:78]5)[CH2:73]4)=[O:71])[CH2:53]3)[C@H:9]([CH3:10])[C@H:5]12)[CH3:3]. Yield: 70.1%. The product is O[C@H](C)[C@@H]1[C@@H]2N(C(=C([C@@H]2C)S[C@H]2C[C@H](N(C2)C(=O)OCC2=CC=C(C=C2)[N+](=O)[O-])C(=O)N2C[C@H](CC2)N2N=CN=C2)C(=O)OCC2=CC=C(C=C2)[N+](=O)[O-])C1=O (4-Nitrobenzyl (1R,5S,6S)-6-[(1R)-1-hydroxyethyl]-1-methyl-2-[(2S,4S)-1-(4-nitrobenzyloxycarbonyl)-2-[(3S)-3-(1-1,2,4-triazolyl)-1-pyrrolidinylcarbonyl]pyrrolidin-4-ylthio]-1-carbapen-2-em-3-carboxylate). Procedure details: 486 mg of 4-nitrobenzyl (1R,5R,6S)-6-[(1R)-1-hydroxyethyl]-1-methyl-2-oxo-1-carbapenam-3-carboxylate were dissolved in 5 ml of dry acetonitrile, and 379 mg of diphenylphosphoryl chloride and 182 mg of diisopropylethylamine were added dropwise, with ice-cooling, to the resulting solution. The mixture was then stirred at the same temperature for 1 hour. At the end of this time, a solution of 173 mg of diisoproylethylamine and 690 mg of (2S,4S)-4-mercapto-2-[(3S)-3-(1-1,2,4-triazolyl)-1-pyrrolidiny... Conditions: time 1 hour. Starting materials: O=C([O-])[O-], Cc1cc(C)c(-n2cnc3c(N)cc(C)nc32)c(C)c1, CCN(C(C)C)C(C)C, O=C(Cl)CCl, ClCCCl, [K+], [K+]. The product is Cc1cc(C)c(-n2cnc3c(NC(=O)CCl)cc(C)nc32)c(C)c1. Reaction SMILES: [C:35](=[O:36])([O-:37])[O-:38].[CH3:1][c:2]1[cH:3][c:4]([NH2:20])[c:5]2[c:6]([n:7]1)[n:8](-[c:11]1[c:12]([CH3:19])[cH:13][c:14]([CH3:18])[cH:15][c:16]1[CH3:17])[cH:9][n:10]2.[CH:21]([N:22]([CH2:23][CH3:24])[CH:25]([CH3:26])[CH3:27])([CH3:28])[CH3:29].[Cl:30][CH2:31][C:32](=[O:33])[Cl:34].[Cl:41][CH2:42][CH2:43][Cl:44].[K+:39].[K+:40]>>[CH3:1][c:2]1[cH:3][c:4]([NH:20][C:32]([CH2:31][Cl:30])=[O:33])[c:5]2[c:6]([n:7]1)[n:8](-[c:11]1[c:12]([CH3:19])[cH:13][c:14]([CH3:18])[cH:15][c:16]1[CH3:17])[cH:9][n:10]2. The reactants are NC1C2CN(CC12)C(=O)OC(C)(C)C (tert-butyl 6-amino-3-azabicyclo[3.1.0]hexane-3-carboxylate), ClC(=O)OC1=CC=C(C=C1)[N+](=O)[O-] (para-nitrophenyl chloroformate), product, OCC1=CC(=NO1)C(=O)OCC (ethyl 5-hydroxymethyl-isoxazole-3-carboxylate), C(C)(C)N(C(C)C)CC (N,N-diisopropylethylamine). Yields the product C(C)OC(=O)C1=NOC(=C1)COC(=O)NC1C2CN(CC12)C(=O)OC(C)(C)C (tert-Butyl 6-[({[3-(ethoxycarbonyl)isoxazol-5-yl]-methoxy}carbonyl)amino]-3-azabicyclo[3.1.0]hexane-3-carboxylate). Isolated yield 75.0%. Reaction SMILES: [NH2:1][CH:2]1[CH:7]2[CH:3]1[CH2:4][N:5]([C:8]([O:10][C:11]([CH3:14])([CH3:13])[CH3:12])=[O:9])[CH2:6]2.[OH:15][CH2:16][C:17]1[O:21][N:20]=[C:19]([C:22]([O:24][CH2:25][CH3:26])=[O:23])[CH:18]=1.C(N(CC)C(C)C)(C)C.Cl[C:37](OC1C=CC([N+]([O-])=O)=CC=1)=[O:38]>>[CH2:25]([O:24][C:22]([C:19]1[CH:18]=[C:17]([CH2:16][O:15][C:37]([NH:1][CH:2]2[CH:7]3[CH:3]2[CH2:4][N:5]([C:8]([O:10][C:11]([CH3:14])([CH3:13])[CH3:12])=[O:9])[CH2:6]3)=[O:38])[O:21][N:20]=1)=[O:23])[CH3:26]. Procedure: The procedure described in Example 3, step 3.4. is followed. Starting from 3.00 g (15.13 mmol) of tert-butyl 6-amino-3-azabicyclo[3.1.0]hexane-3-carboxylate, 2.58 g (15.13 mmol) of ethyl 5-hydroxymethyl-isoxazole-3-carboxylate, 5.27 ml (30.26 mmol) of N,N-diisopropylethylamine and 3.05 g (15.13 mmol) of para-nitrophenyl chloroformate, 4.50 g of product are obtained in the form of a colourless oil (75%). Reactants: C(C)(=O)Cl (acetyl chloride), N1CCC(=CC1)C1=CC=C(C=N1)NC(=O)N1CC2=CC=CC=C2C1 (N-(6-(1,2,3,6-tetrahydropyridin-4-yl)pyridin-3-yl)isoindoline-2-carboxamide), NC=1C=C2CN(CC2=CC1)C(=O)NC1=CC=C(C=C1)C(NCCC)=O (5-amino-N-(4-(propylcarbamoyl)phenyl)isoindoline-2-carboxamide). Yields the product C(C1=CC=CC=C1)(=O)N1CCC(=CC1)C1=NC=C(C=C1)NC(=O)N1CC2=CC=CC=C2C1 (N-(1′-benzoyl-1′,2′,3′,6′-tetrahydro-2,4′-bipyridin-5-yl)-1,3-dihydro-2H-isoindole-2-carboxamide). Reaction SMILES: C(Cl)(=O)C.[NH:5]1[CH2:10][CH:9]=[C:8]([C:11]2[N:16]=[CH:15][C:14]([NH:17][C:18]([N:20]3[CH2:28][C:27]4[C:22](=[CH:23][CH:24]=[CH:25][CH:26]=4)[CH2:21]3)=[O:19])=[CH:13][CH:12]=2)[CH2:7][CH2:6]1.NC1C=C2C(=CC=1)CN(C(N[C:42]1[CH:47]=[CH:46][C:45]([C:48](=[O:53])NCCC)=[CH:44][CH:43]=1)=O)C2>>[C:48]([N:5]1[CH2:6][CH:7]=[C:8]([C:11]2[CH:12]=[CH:13][C:14]([NH:17][C:18]([N:20]3[CH2:21][C:22]4[C:27](=[CH:26][CH:25]=[CH:24][CH:23]=4)[CH2:28]3)=[O:19])=[CH:15][N:16]=2)[CH2:9][CH2:10]1)(=[O:53])[C:45]1[CH:46]=[CH:47][CH:42]=[CH:43][CH:44]=1. Procedure: The title compound was prepared as described in Example 278, substituting benzoyl chloride for acetyl chloride and N-(6-(1,2,3,6-tetrahydropyridin-4-yl)pyridin-3-yl)isoindoline-2-carboxamide for 5-amino-N-(4-(propylcarbamoyl)phenyl)isoindoline-2-carboxamide. 1H NMR (400 MHz, DMSO-d6) δ ppm 8.71 (d, J=2.5 Hz, 1H), 8.61 (s, 1H), 8.01 (dd, J=8.6, 2.2 Hz, 1H), 7.42-7.54 (m, 6H), 7.35-7.39 (m, 2H), 7.29-7.35 (m, 2H), 6.46-6.67 (m, 1H), 4.79 (s, 4H), 4.05-4.32 (m, 2H), 3.77-3.94 (m, 1H), 3.47-3.58 (m,...